From a dataset of the Open Reaction Database (ORD), a public repository of structured organic reaction records. describe an organic reaction: reactants, conditions, products, and yield The reactants are N([C@@H](CC(OC(C)(C)C)=O)C(=O)N[C@@H](C(C)C)C(=O)OC(C)(C)C)C(=O)OCC1=CC=CC=C1 (Z-Asp(OtBu)-Val-OtBu), N(CC(=O)ON1C(=O)CCC1=O)C(=O)OCC1=CC=CC=C1 (Z-Gly-OSu). Yields the product N(CC(=O)N[C@@H](CC(OC(C)(C)C)=O)C(=O)N[C@@H](C(C)C)C(=O)OC(C)(C)C)C(=O)OCC1=CC=CC=C1 (Z-Gly-Asp(OtBu)-Val-OtBu). RXN SMILES: [NH:1](C(OCC1C=CC=CC=1)=O)[C@H:2]([C:11]([NH:13][C@H:14]([C:18]([O:20][C:21]([CH3:24])([CH3:23])[CH3:22])=[O:19])[CH:15]([CH3:17])[CH3:16])=[O:12])[CH2:3][C:4](=[O:10])[O:5][C:6]([CH3:9])([CH3:8])[CH3:7].[NH:35]([C:47]([O:49][CH2:50][C:51]1[CH:56]=[CH:55][CH:54]=[CH:53][CH:52]=1)=[O:48])[CH2:36][C:37]([O:39]N1C(=O)CCC1=O)=O>>[NH:35]([C:47]([O:49][CH2:50][C:51]1[CH:52]=[CH:53][CH:54]=[CH:55][CH:56]=1)=[O:48])[CH2:36][C:37]([NH:1][C@H:2]([C:11]([NH:13][C@H:14]([C:18]([O:20][C:21]([CH3:22])([CH3:23])[CH3:24])=[O:19])[CH:15]([CH3:17])[CH3:16])=[O:12])[CH2:3][C:4](=[O:10])[O:5][C:6]([CH3:7])([CH3:8])[CH3:9])=[O:39]. Procedure details: A diester such as H-Gly-Asp(OtBu)-Val-OtBu can be prepared by condensing Z-Asp(OtBu)-OH and H-Val-OtBu to give Z-Asp(OtBu)-Val-OtBu, hydrogenolyzing the latter, coupling the resulting H-Asp(OtBu)-Val-OtBu with Z-Gly-OSu to give Z-Gly-Asp(OtBu)-Val-OtBu and hydrogenolyzing the latter. Yields the product O=C(Cc1ccnc(Cl)n1)c1ccc(F)c(NS(=O)(=O)c2cc(F)ccc2F)c1. The reactants are C1CCOC1, C[Si](C)(C)[N-][Si](C)(C)C, CCOC(C)=O, Cc1ccnc(Cl)n1, COC(=O)c1ccc(F)c(NS(=O)(=O)c2cc(F)ccc2F)c1, [Li+]. Reaction SMILES: [CH2:48]1[O:49][CH2:50][CH2:51][CH2:52]1.[CH3:25][Si:26]([N-:27][Si:28]([CH3:29])([CH3:30])[CH3:31])([CH3:32])[CH3:33].[CH3:42][CH2:43][O:44][C:45]([CH3:46])=[O:47].[Cl:34][c:35]1[n:36][cH:37][cH:38][c:39]([CH3:41])[n:40]1.[F:1][c:2]1[c:3]([S:9](=[O:10])(=[O:11])[NH:12][c:13]2[cH:14][c:15]([C:16]([O:18][CH3:17])=[O:19])[cH:20][cH:21][c:22]2[F:23])[cH:4][c:5]([F:8])[cH:6][cH:7]1.[Li+:24]>>[F:1][c:2]1[c:3]([S:9](=[O:10])(=[O:11])[NH:12][c:13]2[cH:14][c:15]([C:16](=[O:18])[CH2:41][c:39]3[cH:38][cH:37][n:36][c:35]([Cl:34])[n:40]3)[cH:20][cH:21][c:22]2[F:23])[cH:4][c:5]([F:8])[cH:6][cH:7]1.